From a dataset of the Open Reaction Database (ORD), a public repository of structured organic reaction records. describe an organic reaction: reactants, conditions, products, and yield Starting materials: N1=CC=C(C=C1)C(C(=O)C=1C=C(C=CC1)C)=O (1-pyridine-4-yl-2-m-tolyl-ethane-1,2-dione), CC(=O)C (acetone), [OH-].[K+] (KOH). Run at time 1 hour. Product: OC1(C(=CC(C1)=O)C1=CC=NC=C1)C=1C=C(C=CC1)C (4-hydroxy-3-pyridine-4-yl-4-m-tolyl-cyclopent-2-en-1-one). Reaction SMILES: [N:1]1[CH:6]=[CH:5][C:4]([C:7](=O)[C:8]([C:10]2[CH:11]=[C:12]([CH3:16])[CH:13]=[CH:14][CH:15]=2)=[O:9])=[CH:3][CH:2]=1.[OH-].[K+].[CH3:20][C:21]([CH3:23])=[O:22]>>[OH:9][C:8]1([C:10]2[CH:11]=[C:12]([CH3:16])[CH:13]=[CH:14][CH:15]=2)[CH2:23][C:21](=[O:22])[CH:20]=[C:7]1[C:4]1[CH:5]=[CH:6][N:1]=[CH:2][CH:3]=1 |f:1.2|. Reported procedure: To a solution of 1-pyridine-4-yl-2-m-tolyl-ethane-1,2-dione (1.8 g, 8.0 mmole) in acetone (20 mL) was added crushed KOH (448 mg, 8.0 mmole) in one portion at r.t. The reaction mixture was stirred at that temperature for 1 hr before quenching the reaction with aqueous NH4Cl. Standard aqueous work up, followed by chromatographic purification (silica gel, hexane/ethyl acetate) gave the a mixture of the title compound and the regiosiomer, 4-hydroxy-4-pyridine-4-yl-3-m-tolyl-cyclopent-2-en-1-one. MS ... Product: Cl.FC1=C(C=CC=C1)C=1C(=NN2C(=NN=CC21)C2=C(C=CC=C2)F)OCC2=NN1C(CNCC1)=N2 (2-[3,7-bis(2-Fluorophenyl)pyrazolo[1,5-d][1,2,4]triazin-2-yloxymethyl]-5,6,7,8-tetrahydro-[1,2,4]triazolo[1,5-a]pyrazine Hydrochloride). The reactants are resultant mixture, C(C)(C)(C)OC(=O)N1CC=2N(CC1)N=C(N2)COC2=NN1C(=NN=CC1=C2C2=C(C=CC=C2)F)C2=C(C=CC=C2)F (2-[3,7-bis(2-Fluorophenyl)pyrazolo[1,5-d][1,2,4]triazin-2-yloxymethyl]-5,6-dihydro-8H-[1,2,4]triazolo[1,5-a]pyrazine-7-carboxylic acid tert-butyl ester), Cl (hydrogen chloride). Procedure: To 2-[3,7-bis(2-Fluorophenyl)pyrazolo[1,5-d][1,2,4]triazin-2-yloxymethyl]-5,6-dihydro-8H-[1,2,4]triazolo[1,5-a]pyrazine-7-carboxylic acid tert-butyl ester (100 mg, 0.18 mmol) in ethyl acetate (3 ml) was added a saturated solution of hydrogen chloride in: ethyl acetate (2 ml), and the resultant mixture was stirred at room temperature for 5.5 h. 2-[3,7-Bis(2-fluorophenyl)pyrazolo[1,5-d][1,2,4]triazin-2-yloxymethyl]-5,6,7,8-tetrahydro-[1,2,4]triazolo[1,5-a]pyrazine hydrochloride was precipitated as... Run in C(C)(=O)OCC (ethyl acetate), C(C)(=O)OCC (ethyl acetate). As a reaction SMILES: C(OC([N:8]1[CH2:13][CH2:12][N:11]2[N:14]=[C:15]([CH2:17][O:18][C:19]3[C:27]([C:28]4[CH:33]=[CH:32][CH:31]=[CH:30][C:29]=4[F:34])=[C:26]4[N:21]([C:22]([C:35]5[CH:40]=[CH:39][CH:38]=[CH:37][C:36]=5[F:41])=[N:23][N:24]=[CH:25]4)[N:20]=3)[N:16]=[C:10]2[CH2:9]1)=O)(C)(C)C.[ClH:42]>C(OCC)(=O)C>[ClH:42].[F:34][C:29]1[CH:30]=[CH:31][CH:32]=[CH:33][C:28]=1[C:27]1[C:19]([O:18][CH2:17][C:15]2[N:16]=[C:10]3[CH2:9][NH:8][CH2:13][CH2:12][N:11]3[N:14]=2)=[N:20][N:21]2[C:26]=1[CH:25]=[N:24][N:23]=[C:22]2[C:35]1[CH:40]=[CH:39][CH:38]=[CH:37][C:36]=1[F:41] |f:3.4|. The reactants are C(C)N(CCS(=O)(=N)C1=NSN=C1N1C=NC=C1)CC (S-[2-(diethylamino)ethyl]-S-[4-(1H-imidazol-1-yl)-1,2,5-thiadiazol-3-yl]sulfoximine), C=O (formaldehyde), C(=O)O (formic acid), [OH-].[Na+] (sodium hydroxide). Solvent: O (Water). Product: C(C)N(CCS(=O)(=NC)C1=NSN=C1N1C=NC=C1)CC (S-[2-(diethylamino)ethyl]-S-[4-(1H-imidazol-1-yl)-1,2,5-thiadiazol-3-yl]-N-methylsulfoximine). RXN SMILES: [CH2:1]([N:3]([CH2:19][CH3:20])[CH2:4][CH2:5][S:6]([C:9]1[C:13]([N:14]2[CH:18]=[CH:17][N:16]=[CH:15]2)=[N:12][S:11][N:10]=1)(=[NH:8])=[O:7])[CH3:2].C=O.[CH:23](O)=O.[OH-].[Na+]>O>[CH2:19]([N:3]([CH2:1][CH3:2])[CH2:4][CH2:5][S:6]([C:9]1[C:13]([N:14]2[CH:18]=[CH:17][N:16]=[CH:15]2)=[N:12][S:11][N:10]=1)(=[N:8][CH3:23])=[O:7])[CH3:20] |f:3.4|. Reported procedure: A mixture of S-[2-(diethylamino)ethyl]-S-[4-(1H-imidazol-1-yl)-1,2,5-thiadiazol-3-yl]sulfoximine (30 mmol), 17 ml of 37% formaldehyde and 22.6 ml of 98% formic acid is heated at reflux temperature for 48 hr. Water is added to the reaction mixture which is then made slightly basic by addition of 50% sodium hydroxide solution. The mixture is extracted with chloroform and the extract is dried and concentrated to obtain the title compound. Reactants: CC(=O)OC(C)=O, Cc1[nH]c(C(=O)NC2CCN(c3nc(CO)c(C(=O)O)s3)CC2)c(Cl)c1Cl, c1ccncc1. Product: CC(=O)OCc1nc(N2CCC(NC(=O)c3[nH]c(C)c(Cl)c3Cl)CC2)sc1C(=O)O. As a reaction SMILES: [CH3:28][C:29](=[O:30])[O:31][C:32](=[O:33])[CH3:34].[Cl:1][c:2]1[c:3]([C:9](=[O:10])[NH:11][CH:12]2[CH2:13][CH2:14][N:15]([c:18]3[s:19][c:20]([C:25](=[O:26])[OH:27])[c:21]([CH2:23][OH:24])[n:22]3)[CH2:16][CH2:17]2)[nH:4][c:5]([CH3:8])[c:6]1[Cl:7].[cH:35]1[cH:36][cH:37][n:38][cH:39][cH:40]1>>[Cl:1][c:2]1[c:3]([C:9](=[O:10])[NH:11][CH:12]2[CH2:13][CH2:14][N:15]([c:18]3[s:19][c:20]([C:25](=[O:26])[OH:27])[c:21]([CH2:23][O:24][C:29]([CH3:28])=[O:30])[n:22]3)[CH2:16][CH2:17]2)[nH:4][c:5]([CH3:8])[c:6]1[Cl:7]. Reactants: FC1=CC=C(C=C1)C=1C(=NC=CN1)N1CCNCC1 (3′-(4-fluoro-phenyl)-3,4,5,6-tetrahydro-2H-[1,2′]bipyrazinyl), ClCCCl (DCE), C(C)(=O)O[BH-](OC(C)=O)OC(C)=O.[Na+] (sodium triacetoxyborohydride), C(C)(=O)O (acetic acid), CN1C=NC(=C1)N1N=CC(=C1)C=O (1-(1-methyl-1H-imidazol-4-yl)-1H-pyrazole-4-carbaldehyde). The product is Cl.FC1=CC=C(C=C1)C=1C(=NC=CN1)N1CCN(CC1)CC=1C=NN(C1)C=1N=CN(C1)C (3′-(4-Fluoro-phenyl)-4-[1-(1-methyl-1H-imidazol-4-yl)-1H-pyrazol-4-ylmethyl]-3,4,5,6-tetrahydro-2H-[1,2′]bipyrazinyl hydrochloride). Isolated yield 71.0%. As a reaction SMILES: [F:1][C:2]1[CH:7]=[CH:6][C:5]([C:8]2[C:9]([N:14]3[CH2:19][CH2:18][NH:17][CH2:16][CH2:15]3)=[N:10][CH:11]=[CH:12][N:13]=2)=[CH:4][CH:3]=1.[CH3:20][N:21]1[CH:25]=[C:24]([N:26]2[CH:30]=[C:29]([CH:31]=O)[CH:28]=[N:27]2)[N:23]=[CH:22]1.C(O[BH-](OC(=O)C)OC(=O)C)(=O)C.[Na+].C(O)(=O)C.[Cl:51]CCCl>>[ClH:51].[F:1][C:2]1[CH:7]=[CH:6][C:5]([C:8]2[C:9]([N:14]3[CH2:15][CH2:16][N:17]([CH2:31][C:29]4[CH:28]=[N:27][N:26]([C:24]5[N:23]=[CH:22][N:21]([CH3:20])[CH:25]=5)[CH:30]=4)[CH2:18][CH2:19]3)=[N:10][CH:11]=[CH:12][N:13]=2)=[CH:4][CH:3]=1 |f:2.3,6.7|. Procedure: Dissolve 3′-(4-fluoro-phenyl)-3,4,5,6-tetrahydro-2H-[1,2′]bipyrazinyl (0.053 g, 0.204 mmol) in DCE (2.1 mL). Add 1-(1-methyl-1H-imidazol-4-yl)-1H-pyrazole-4-carbaldehyde (0.036 g, 0.204 mmol) and stir at ambient temperature for 1 hr. Add sodium triacetoxyborohydride (0.065 g, 0.306 mmol) and acetic acid (19 μL) and stir at room temperature for 72 hr. Purify via SCX chromatography, followed by silica gel chromatography (50:50 to 0:100 hexanes:ethyl acetate then 10:90 to 20:80 methanol:ethyl aceta...